Dataset: the Open Reaction Database (ORD), a public repository of structured organic reaction records. Task: describe an organic reaction: reactants, conditions, products, and yield Procedure: 0.4 g (3.5 mmol) of potassium tert-butoxide is added to a solution of 4-methyl-1-phenylamino-2-methylthio-4-phenyl-2-imidazolin-5-one (Compound 9) (1 g, 3.2 mmol) in anhydrous tetrahydrofuran (30 ml), cooled beforehand to 0° C. The mixture is left to react for 0.5 hour at 0° C. 0.5 g (3.5 mmol) of methyl iodide is then added and then the mixture is left to react for 0.5 hour at room temperature. The reaction mixture is poured into 100 ml of water and the product is extracted with 100 ml of dieth... Reactants: CC(C)([O-])C.[K+] (potassium tert-butoxide), CC1(N=C(N(C1=O)NC1=CC=CC=C1)SC)C1=CC=CC=C1 (4-methyl-1-phenylamino-2-methylthio-4-phenyl-2-imidazolin-5-one), CC1(N=C(N(C1=O)NC1=CC=CC=C1)SC)C1=CC=CC=C1 (4-methyl-1-phenylamino-2-methylthio-4-phenyl-2-imidazolin-5-one), CI (methyl iodide), O (water), powder. RXN SMILES: [CH3:1]C(C)([O-])C.[K+].[CH3:7][C:8]1([C:23]2[CH:28]=[CH:27][CH:26]=[CH:25][CH:24]=2)[C:12](=[O:13])[N:11]([NH:14][C:15]2[CH:20]=[CH:19][CH:18]=[CH:17][CH:16]=2)[C:10]([S:21][CH3:22])=[N:9]1.CI.O>O1CCCC1>[CH3:7][C:8]1([C:23]2[CH:28]=[CH:27][CH:26]=[CH:25][CH:24]=2)[C:12](=[O:13])[N:11]([N:14]([CH3:1])[C:15]2[CH:20]=[CH:19][CH:18]=[CH:17][CH:16]=2)[C:10]([S:21][CH3:22])=[N:9]1 |f:0.1|. Conditions: temperature 0 celsius. Isolated yield 70.1%. Yields the product CC1(N=C(N(C1=O)N(C1=CC=CC=C1)C)SC)C1=CC=CC=C1 (4-methyl-1-(N-methyl-N-phenylamino)-2-methylthio-4-phenyl-2-imidazolin-5-one). The solvent is O1CCCC1 (tetrahydrofuran).